describe an organic reaction: reactants, conditions, products, and yield From a dataset of the Open Reaction Database (ORD), a public repository of structured organic reaction records. Reactants: E9, FC=1C=C(OC2=C(C=C(C=C2F)CO)F)C=CC1F ((4-(3,4-difluorophenoxy)-3,5-difluorophenyl)methanol), ClC=1C=C2N(C(N1)=O)C[C@@H](N2C)C ((S)-7-chloro-1,2-dimethyl-2,3-dihydroimidazo[1,2-c]pyrimidin-5(1H)-one). Product: FC=1C=C(OC2=C(C=C(COC=3C=C4N(C(N3)=O)C[C@@H](N4C)C)C=C2F)F)C=CC1F ((S)-7-((4-(3,4-difluorophenoxy)-3,5-difluorobenzyl)oxy)-1,2-dimethyl-2,3-dihydroimidazo[1,2-c]pyrimidin-5(1H)-one). Reaction SMILES: [F:1][C:2]1[CH:3]=[C:4]([CH:16]=[CH:17][C:18]=1[F:19])[O:5][C:6]1[C:11]([F:12])=[CH:10][C:9]([CH2:13][OH:14])=[CH:8][C:7]=1[F:15].Cl[C:21]1[CH:22]=[C:23]2[N:30]([CH3:31])[C@@H:29]([CH3:32])[CH2:28][N:24]2[C:25](=[O:27])[N:26]=1>>[F:1][C:2]1[CH:3]=[C:4]([CH:16]=[CH:17][C:18]=1[F:19])[O:5][C:6]1[C:7]([F:15])=[CH:8][C:9]([CH2:13][O:14][C:21]2[CH:22]=[C:23]3[N:30]([CH3:31])[C@@H:29]([CH3:32])[CH2:28][N:24]3[C:25](=[O:27])[N:26]=2)=[CH:10][C:11]=1[F:12]. Procedure details: The title compound was prepared by a procedure similar to that described for E9 starting from (4-(3,4-difluorophenoxy)-3,5-difluorophenyl)methanol and (S)-7-chloro-1,2-dimethyl-2,3-dihydroimidazo[1,2-c]pyrimidin-5(1H)-one. Reactants: [Li]CCCC, CN(C)C=O, CCCCCC, [Cl-], Cc1csc(Cl)n1, [NH4+], C1CCOC1. The product is Cc1nc(Cl)sc1C=O. As a reaction SMILES: [CH2:8]([Li:9])[CH2:10][CH2:11][CH3:12].[CH3:13][N:14]([CH:15]=[O:16])[CH3:17].[CH3:25][CH2:26][CH2:27][CH2:28][CH2:29][CH3:30].[Cl-:18].[Cl:1][c:2]1[s:3][cH:4][c:5]([CH3:7])[n:6]1.[NH4+:19].[O:20]1[CH2:21][CH2:22][CH2:23][CH2:24]1>>[Cl:1][c:2]1[s:3][c:4]([CH:15]=[O:16])[c:5]([CH3:7])[n:6]1. The reactants are COC1=C2CC(CC2=C(C(=C1OC)OC)OC)(C1=CC=CC=C1)CCCCCCCCO (8-(4,5,6,7-tetramethoxy-2-phenylindan-2-yl)octanol), N1=C(C=CC=C1C(=O)O)C(=O)O (2,6-pyridinedicarboxylic acid), C1CCOC1 (THF), O=[N+]([O-])[O-].[O-][N+]([O-])=O.[O-][N+]([O-])=O.[O-][N+]([O-])=O.[O-][N+]([O-])=O.[O-][N+]([O-])=O.[Ce+4].[NH4+].[NH4+] (CAN). Solvent: O (water), O (water), O (water). Conditions: time 15 minute. Product: OCCCCCCCCC1(CC=2C(C(=C(C(C2C1)=O)OC)OC)=O)C1=CC=CC=C1 (2-(8-Hydroxyoctyl)-5,6-dimethoxy-2-phenylindan-4,7-dione). Isolated yield 58.2%. Reaction SMILES: C[O:2][C:3]1[C:11]([O:12][CH3:13])=[C:10]([O:14][CH3:15])[C:9]([O:16]C)=[C:8]2[C:4]=1[CH2:5][C:6]([CH2:24][CH2:25][CH2:26][CH2:27][CH2:28][CH2:29][CH2:30][CH2:31][OH:32])([C:18]1[CH:23]=[CH:22][CH:21]=[CH:20][CH:19]=1)[CH2:7]2.N1C(C(O)=O)=CC=CC=1C(O)=O.C1COCC1.O=[N+]([O-])[O-].[O-][N+](=O)[O-].[O-][N+](=O)[O-].[O-][N+](=O)[O-].[O-][N+](=O)[O-].[O-][N+](=O)[O-].[Ce+4].[NH4+].[NH4+]>O>[OH:32][CH2:31][CH2:30][CH2:29][CH2:28][CH2:27][CH2:26][CH2:25][CH2:24][C:6]1([C:18]2[CH:19]=[CH:20][CH:21]=[CH:22][CH:23]=2)[CH2:5][C:4]2[C:3](=[O:2])[C:11]([O:12][CH3:13])=[C:10]([O:14][CH3:15])[C:9](=[O:16])[C:8]=2[CH2:7]1 |f:3.4.5.6.7.8.9.10.11|. Reported procedure: To a solution of 8-(4,5,6,7-tetramethoxy-2-phenylindan-2-yl)octanol (1.00 g), 2,6-pyridinedicarboxylic acid (1.13 g), THF (20 ml), and water (10 ml) was dropwise added a solution of CAN (4.92 g) in water (10 ml) with cooling with ice. After the reaction mixture was stirred for 15 min, water was added to the reaction mixture, which was extracted with ethyl acetate. The organic layer was washed with water, and saturated aqueous sodium chloride and dried. The solvent was removed in vacuo. The resid...